This data is from the Open Reaction Database (ORD), a public repository of structured organic reaction records. The task is: describe an organic reaction: reactants, conditions, products, and yield Reactants: COc1ncccc1CN1CCC(CCc2ccccc2S(C)(=O)=O)CC1, CCO, [Na+], [OH-], O=S(Cl)Cl. Product: CS(=O)(=O)c1ccccc1CCC1CCN(Cc2ccc[nH]c2=O)CC1. RXN SMILES: [CH3:1][O:2][c:3]1[n:4][cH:5][cH:6][cH:7][c:8]1[CH2:9][N:10]1[CH2:11][CH2:12][CH:13]([CH2:16][CH2:17][c:18]2[c:19]([S:24](=[O:25])(=[O:26])[CH3:27])[cH:20][cH:21][cH:22][cH:23]2)[CH2:14][CH2:15]1.[CH3:34][CH2:35][OH:36].[Na+:33].[OH-:32].[S:28]([Cl:29])([Cl:30])=[O:31]>>[O:2]=[c:3]1[nH:4][cH:5][cH:6][cH:7][c:8]1[CH2:9][N:10]1[CH2:11][CH2:12][CH:13]([CH2:16][CH2:17][c:18]2[c:19]([S:24](=[O:25])(=[O:26])[CH3:27])[cH:20][cH:21][cH:22][cH:23]2)[CH2:14][CH2:15]1.